describe an organic reaction: reactants, conditions, products, and yield From a dataset of the Open Reaction Database (ORD), a public repository of structured organic reaction records. Starting materials: C1=CC(NC=2CCC3=C(C12)C=CC=C3)=O (5,6-dihydrobenzo[f]quinolin-3(4H)-one), ClCl (chlorine). Run in C(C)(=O)O (acetic acid). Yields the product ClC=1C(NC=2CCC3=C(C2C1)C=CC=C3)=O (2-Chloro-5,6-dihydrobenzo[f]quinolin-3(4H)-one). As a reaction SMILES: [CH:1]1[C:10]2[C:9]3[CH:11]=[CH:12][CH:13]=[CH:14][C:8]=3[CH2:7][CH2:6][C:5]=2[NH:4][C:3](=[O:15])[CH:2]=1.[Cl:16]Cl>C(O)(=O)C>[Cl:16][C:2]1[C:3](=[O:15])[NH:4][C:5]2[CH2:6][CH2:7][C:8]3[CH:14]=[CH:13][CH:12]=[CH:11][C:9]=3[C:10]=2[CH:1]=1. Reported procedure: Add 19.7 gm of 5,6-dihydrobenzo[f]quinolin-3(4H)-one to 300 ml of acetic acid. Bubble chlorine into the reaction solution for 4 hours at 100°. Cool the system and collect the product as a precipate. Dissolve the solid into water and neutralize the solution with 1N NaOH. Extract the product with chloroform. Dry the chloroform over anhydrous magnesium sulfate and filter the solution. Remove the solvent by stripping to give the title compound.